From a dataset of the Open Reaction Database (ORD), a public repository of structured organic reaction records. describe an organic reaction: reactants, conditions, products, and yield The reactants are 3-[, N-tert-butoxycarbonyl-4(S)-(3-carboxy-2,2-dimethylpropyloxy-2,2-dimethyl-1,3-oxazolidin-5(S)-yl]-2(R)-methyl-propionic acid (N-butyl)amide, COCC1CNC2=CC=CC=C2C1 (3(R,S)-methoxymethyl-1,2,3,4-tetrahydroquinoline), (4O,5N-isopropylidene)-5(S)-tert-butoxycarbonylamino-4(S)-hydroxy-2(R),7,7-trimethyl-8-[3(R,S)-methoxymethyl-1,2,3,4-tetrahydroquinolin-1-ylcarbonyl]-octanoic acid (N-butyl)amide, C(CCC)NC([C@@H](C[C@@H]([C@H](CC(CC(=O)N1CC(CC2=CC=CC=C12)C(=O)OCC)(C)C)NC(=O)OC(C)(C)C)O)C)=O (5(S)-tert-butoxycarbonylamino-4(S)-hydroxy-2(R),7,7-trimethyl-8-[3(R,S)-ethoxycarbonyl-1,2,3,4-tetrahydroquinolin-1-ylcarbonyl]-octanoic acid (N-butyl)amide). The product is C(CCC)NC([C@@H](C[C@@H]([C@H](CC(CC(=O)N1CC(CC2=CC=CC=C12)COC)(C)C)N)O)C)=O (5(S)-Amino-4(S)-hydroxy-2(R),7,7-trimethyl-8-[3(R,S)-methoxymethyl-1,2,3,4-tetrahydroquinolin-1-ylcarbonyl]-octanoic acid (N-butyl)amide). RXN SMILES: COCC1CC2C(=CC=CC=2)NC1.[CH2:14]([NH:18][C:19](=[O:56])[C@H:20]([CH3:55])[CH2:21][C@H:22]([OH:54])[C@@H:23]([NH:46]C(OC(C)(C)C)=O)[CH2:24][C:25]([CH3:45])([CH3:44])[CH2:26][C:27]([N:29]1[C:38]2[C:33](=[CH:34][CH:35]=[CH:36][CH:37]=2)[CH2:32][CH:31]([C:39]([O:41][CH2:42]C)=O)[CH2:30]1)=[O:28])[CH2:15][CH2:16][CH3:17]>>[CH2:14]([NH:18][C:19](=[O:56])[C@H:20]([CH3:55])[CH2:21][C@H:22]([OH:54])[C@@H:23]([NH2:46])[CH2:24][C:25]([CH3:44])([CH3:45])[CH2:26][C:27]([N:29]1[C:38]2[C:33](=[CH:34][CH:35]=[CH:36][CH:37]=2)[CH2:32][CH:31]([CH2:39][O:41][CH3:42])[CH2:30]1)=[O:28])[CH2:15][CH2:16][CH3:17]. Procedure details: Starting from 300 mg of 3-[N-tert-butoxycarbonyl-4(S)-(3-carboxy-2,2-dimethylpropyloxy-2,2-dimethyl-1,3-oxazolidin-5(S)-yl]-2(R)-methyl-propionic acid (N-butyl)amide and 465 mg of 3(R,S)-methoxymethyl-1,2,3,4-tetrahydroquinoline and subsequent reaction of the (4O,5N-isopropylidene)-5(S)-tert-butoxycarbonylamino-4(S)-hydroxy-2(R),7,7-trimethyl-8-[3(R,S)-methoxymethyl-1,2,3,4-tetrahydroquinolin-1-ylcarbonyl]-octanoic acid (N-butyl)amide obtained (in a manner analogous to that described in Example ... The reactants are CN(C)C1CC(NC(=O)C(F)(F)F)(c2ccc(-c3nc4ccn5c(-c6ncccn6)nnc5c4cc3-c3ccccc3)cc2)C1, CCOC(C)=O, CCO, [K+], [Na+], O=C([O-])O, [OH-]. The product is CN(C)C1CC(N)(c2ccc(-c3nc4ccn5c(-c6ncccn6)nnc5c4cc3-c3ccccc3)cc2)C1. Reaction SMILES: [CH3:1][N:2]([CH:3]1[CH2:4][C:5]([c:7]2[cH:8][cH:9][c:10](-[c:13]3[n:14][c:15]4[cH:16][cH:17][n:18]5[c:19]([c:20]4[cH:21][c:22]3-[c:23]3[cH:24][cH:25][cH:26][cH:27][cH:28]3)[n:29][n:30][c:31]5-[c:32]3[n:33][cH:34][cH:35][cH:36][n:37]3)[cH:11][cH:12]2)([NH:38][C:39](=[O:40])[C:41]([F:42])([F:43])[F:44])[CH2:6]1)[CH3:45].[CH3:48][CH2:49][O:50][C:51]([CH3:52])=[O:53].[CH3:59][CH2:60][OH:61].[K+:47].[Na+:58].[O-:54][C:55]([OH:56])=[O:57].[OH-:46]>>[CH3:1][N:2]([CH:3]1[CH2:4][C:5]([c:7]2[cH:8][cH:9][c:10](-[c:13]3[n:14][c:15]4[cH:16][cH:17][n:18]5[c:19]([c:20]4[cH:21][c:22]3-[c:23]3[cH:24][cH:25][cH:26][cH:27][cH:28]3)[n:29][n:30][c:31]5-[c:32]3[n:33][cH:34][cH:35][cH:36][n:37]3)[cH:11][cH:12]2)([NH2:38])[CH2:6]1)[CH3:45]. Reactants: BrC=1C=C2CCC(C2=CC1)=O (5-Bromo-2,3-dihydro-1H-inden-1-one), cupric cyanide, CN(C=O)C (dimethylformamide), C(C)(=O)OCC (ethyl acetate). Reaction conditions: temperature 140 celsius, time 8 hour. Yields the product O=C1CCC2=CC(=CC=C12)C#N (1-Oxo-2,3-dihydro-1H-inden-5-carbonitrile). Yield: 50.0%. As a reaction SMILES: Br[C:2]1[CH:3]=[C:4]2[C:8](=[CH:9][CH:10]=1)[C:7](=[O:11])[CH2:6][CH2:5]2.C(OCC)(=O)C.[CH3:18][N:19](C)C=O>>[O:11]=[C:7]1[C:8]2[C:4](=[CH:3][C:2]([C:18]#[N:19])=[CH:10][CH:9]=2)[CH2:5][CH2:6]1. Procedure details: 5-Bromo-2,3-dihydro-1H-inden-1-one (21.1 g, 100 mmol) and cupric cyanide (17.9 g, 200 mmol) were mixed in 200 ml of dimethylformamide and stirred overnight at 140° C. After the solution was cooled down to room temperature, 500 ml of ethyl acetate was added and the precipitate was removed by filteration using kieselguhr. The solid was rinsed with ethyl acetate for several times. The pooled filtrates were washed with 1 N hydrochloric acid twice and then with brine for 3 times, dried over anhydrous... The reactants are C(C)(C)(C)OC(N[C@@H](CC(=O)N1CC=2N(CC1)C(=NC2C(NCC)=O)C(F)(F)F)CC2=C(C=C(C(=C2)F)F)F)=O ((R)-[3-(1-ethylcarbamoyl-3-trifluoromethyl-5,6-dihydro-8H-imidazo[1,5-a]pyrazin-7-yl)-3-oxo-1-(2,4,5-trifluoro-benzyl)-propyl]-carbamic acid tert-butyl ester), FC(C(=O)O)(F)F (trifluoroacetic acid). Solvent: ClCCl (dichloromethane). Run at time 2 hour. Product: C(C)NC(=O)C=1N=C(N2C1CN(CC2)C(C[C@@H](CC2=C(C=C(C(=C2)F)F)F)N)=O)C(F)(F)F ((R)-7-[3-amino-4-(2,4,5-trifluoro-phenyl)-butyryl]-3-trifluoromethyl-5,6,7,8-tetrahydro-imidazo[1,5-a]pyrazine-1-carboxylic acid ethylamide). The yield is 76.2%. As a reaction SMILES: C(OC(=O)[NH:7][C@H:8]([CH2:30][C:31]1[CH:36]=[C:35]([F:37])[C:34]([F:38])=[CH:33][C:32]=1[F:39])[CH2:9][C:10]([N:12]1[CH2:17][CH2:16][N:15]2[C:18]([C:26]([F:29])([F:28])[F:27])=[N:19][C:20]([C:21](=[O:25])[NH:22][CH2:23][CH3:24])=[C:14]2[CH2:13]1)=[O:11])(C)(C)C.FC(F)(F)C(O)=O>ClCCl>[CH2:23]([NH:22][C:21]([C:20]1[N:19]=[C:18]([C:26]([F:28])([F:29])[F:27])[N:15]2[CH2:16][CH2:17][N:12]([C:10](=[O:11])[CH2:9][C@H:8]([NH2:7])[CH2:30][C:31]3[CH:36]=[C:35]([F:37])[C:34]([F:38])=[CH:33][C:32]=3[F:39])[CH2:13][C:14]=12)=[O:25])[CH3:24]. Reported procedure: (R)-[3-(1-Ethylcarbamoyl-3-trifluoromethyl-5,6-dihydro-8H-imidazo[1,5-a]pyrazin-7-yl)-3-oxo-1-(2,4,5-trifluoro-benzyl)-propyl]-carbamic acid tert-butyl ester 42a (190 mg, 0.33 mmol) was dissolved in 10 mL of dichloromethane, and trifluoroacetic acid (750 mg, 6.6 mmol) was added to the solution. The reaction mixture was stirred at room temperature for 2 hours and monitored by thin layer chromatography until the disappearance of the starting materials. The reaction mixture was concentrated under r... RXN SMILES: [CH3:1][S:2]([Cl:3])(=[O:4])=[O:5].[Cl:6][c:7]1[cH:8][cH:9][c:10]([C:13]23[O:14][CH2:15][C:16]([CH2:22][CH2:23][CH3:24])([CH2:17][O:18]2)[CH:19]([OH:21])[CH2:20]3)[cH:11][cH:12]1.[OH2:25].[cH:26]1[cH:27][cH:28][n:29][cH:30][cH:31]1>>[CH3:1][S:2](=[O:4])(=[O:5])[O:21][CH:19]1[C:16]2([CH2:22][CH2:23][CH3:24])[CH2:15][O:14][C:13]([c:10]3[cH:9][cH:8][c:7]([Cl:6])[cH:12][cH:11]3)([O:18][CH2:17]2)[CH2:20]1. Product: CCCC12COC(c3ccc(Cl)cc3)(CC1OS(C)(=O)=O)OC2. Reactants: CS(=O)(=O)Cl, CCCC12COC(c3ccc(Cl)cc3)(CC1O)OC2, O, c1ccncc1. Starting materials: CNC, CO, Fc1ccc(Br)cc1CBr. The product is CN(C)Cc1cc(Br)ccc1F. Reaction SMILES: [CH3:11][NH:12][CH3:13].[CH3:14][OH:15].[F:1][c:2]1[c:3]([CH2:4][Br:5])[cH:6][c:7]([Br:10])[cH:8][cH:9]1>>[F:1][c:2]1[c:3]([CH2:4][N:12]([CH3:11])[CH3:13])[cH:6][c:7]([Br:10])[cH:8][cH:9]1. Reactants: C(C)(C)(C)OC(CNCC(OCC)OCC)=O (N-(2,2-diethoxyethyl)glycine t-butyl ester), C(C1=CC=CC=C1)OC(=O)N[C@@H](CC1=CC=CC=C1)C(=O)O (N-benzyloxycarbonyl-L-phenylalanine), CN(C=O)C (dimethylformamide), C(#N)P(OCC)(OCC)=O (diethyl cyanophosphonate), ice water. Run in C(C)N(CC)CC (triethylamine), C(C)(=O)OCC (ethyl acetate). Reaction conditions: temperature 0 celsius, time 1 hour. Yields the product C(C)(C)(C)OC(CN(CC(OCC)OCC)C([C@@H](NC(=O)OCC1=CC=CC=C1)CC1=CC=CC=C1)=O)=O (N-(N-Benzyloxycarbonyl-L-phenylalanyl)-N-(2,2-diethoxy ethyl)glycine t-butyl ester). The yield is 85.1%. Reaction SMILES: [C:1]([O:5][C:6](=[O:17])[CH2:7][NH:8][CH2:9][CH:10]([O:14][CH2:15][CH3:16])[O:11][CH2:12][CH3:13])([CH3:4])([CH3:3])[CH3:2].[CH2:18]([O:25][C:26]([NH:28][C@H:29]([C:37](O)=[O:38])[CH2:30][C:31]1[CH:36]=[CH:35][CH:34]=[CH:33][CH:32]=1)=[O:27])[C:19]1[CH:24]=[CH:23][CH:22]=[CH:21][CH:20]=1.CN(C)C=O.C(P(=O)(OCC)OCC)#N>C(OCC)(=O)C.C(N(CC)CC)C>[C:1]([O:5][C:6](=[O:17])[CH2:7][N:8]([C:37](=[O:38])[C@H:29]([CH2:30][C:31]1[CH:32]=[CH:33][CH:34]=[CH:35][CH:36]=1)[NH:28][C:26]([O:25][CH2:18][C:19]1[CH:24]=[CH:23][CH:22]=[CH:21][CH:20]=1)=[O:27])[CH2:9][CH:10]([O:11][CH2:12][CH3:13])[O:14][CH2:15][CH3:16])([CH3:3])([CH3:2])[CH3:4]. Procedure details: A mixture of 11.0 g of N-(2,2-diethoxyethyl)glycine t-butyl ester, 13.3 g of N-benzyloxycarbonyl-L-phenylalanine and 50 ml of dimethylformamide was cooled to 0° C., and there were added dropwise 9.4 g of diethyl cyanophosphonate, then 5.9 g of triethylamine. The mixture was stirred for one hour at the same temperature, then for 5 hours at room temperature. The reaction mixture was diluted with ethyl acetate, which was poured into ice-water. The ethyl acetate layer was dried over anhydrous magnes... The reactants are C=CCOC1OC(CO)C(OCc2ccccc2)C(OCc2ccccc2)C1OCc1ccccc1, CN(C)c1ccncc1, O, Cc1ccc(S(=O)(=O)Cl)cc1, c1ccncc1. Yields the product C=CCOC1OC(COS(=O)(=O)c2ccc(C)cc2)C(OCc2ccccc2)C(OCc2ccccc2)C1OCc1ccccc1. RXN SMILES: [CH2:1]([CH:2]=[CH2:3])[O:4][CH:5]1[CH:6]([O:7][CH2:8][c:9]2[cH:10][cH:11][cH:12][cH:13][cH:14]2)[CH:15]([O:16][CH2:17][c:18]2[cH:19][cH:20][cH:21][cH:22][cH:23]2)[CH:24]([O:25][CH2:26][c:27]2[cH:28][cH:29][cH:30][cH:31][cH:32]2)[CH:33]([CH2:35][OH:36])[O:34]1.[CH3:55][N:56]([CH3:57])[c:58]1[cH:59][cH:60][n:61][cH:62][cH:63]1.[OH2:48].[c:37]1([CH3:47])[cH:38][cH:39][c:40]([S:43](=[O:44])(=[O:45])[Cl:46])[cH:41][cH:42]1.[cH:49]1[cH:50][cH:51][n:52][cH:53][cH:54]1>>[CH2:1]([CH:2]=[CH2:3])[O:4][CH:5]1[CH:6]([O:7][CH2:8][c:9]2[cH:10][cH:11][cH:12][cH:13][cH:14]2)[CH:15]([O:16][CH2:17][c:18]2[cH:19][cH:20][cH:21][cH:22][cH:23]2)[CH:24]([O:25][CH2:26][c:27]2[cH:28][cH:29][cH:30][cH:31][cH:32]2)[CH:33]([CH2:35][O:36][S:43]([c:40]2[cH:39][cH:38][c:37]([CH3:47])[cH:42][cH:41]2)(=[O:44])=[O:45])[O:34]1. The reactants are FC(C(=O)O)(F)F.FC(C(=O)O)(F)F.FC(C(=O)O)(F)F.ClC=1C=NC=2NC=3C=NC=C(CCC4=C(C=CC(NC1N2)=C4)NC(CC4CCNCC4)=O)C3 (N-[6-chloro-2,4,8,18,22-pentaazatetracyclo[14.3.1.1(3,7).1(9,13)]docosa-1(20),3(22),4,6,9(21),10,12,16,18-nonaen-12-yl]-2-piperidin-4-ylacetamide tris(trifluoroacetate)), N(=C=O)C(C)C (2-isocyanatopropane). Yields the product FC(C(=O)O)(F)F.FC(C(=O)O)(F)F.ClC=1C=NC=2NC=3C=NC=C(CCC4=C(C=CC(NC1N2)=C4)NC(CC4CCN(CC4)C(=O)NC(C)C)=O)C3 (4-(2-{[6-Chloro-2,4,8,18,22-pentaazatetracyclo[14.3.1.1(3,7).1(9,13)]docosa-1(20),3(22),4,6,9(21),10,12,16,18-nonaen-12-yl]amino}-2-oxoethyl)-N-isopropylpiperidine-1-carboxamide bis(trifluoroacetate)). Isolated yield 58.0%. As a reaction SMILES: [F:1][C:2]([F:7])([F:6])[C:3]([OH:5])=[O:4].[F:8][C:9]([F:14])([F:13])[C:10]([OH:12])=[O:11].FC(F)(F)C(O)=O.[Cl:22][C:23]1[CH:24]=[N:25][C:26]2[NH:27][C:28]3[CH:29]=[N:30][CH:31]=[C:32]([CH:54]=3)[CH2:33][CH2:34][C:35]3[CH:43]=[C:39]([NH:40][C:41]=1[N:42]=2)[CH:38]=[CH:37][C:36]=3[NH:44][C:45](=[O:53])[CH2:46][CH:47]1[CH2:52][CH2:51][NH:50][CH2:49][CH2:48]1.[N:55]([CH:58]([CH3:60])[CH3:59])=[C:56]=[O:57]>>[F:1][C:2]([F:7])([F:6])[C:3]([OH:5])=[O:4].[F:8][C:9]([F:14])([F:13])[C:10]([OH:12])=[O:11].[Cl:22][C:23]1[CH:24]=[N:25][C:26]2[NH:27][C:28]3[CH:29]=[N:30][CH:31]=[C:32]([CH:54]=3)[CH2:33][CH2:34][C:35]3[CH:43]=[C:39]([NH:40][C:41]=1[N:42]=2)[CH:38]=[CH:37][C:36]=3[NH:44][C:45](=[O:53])[CH2:46][CH:47]1[CH2:52][CH2:51][N:50]([C:56]([NH:55][CH:58]([CH3:60])[CH3:59])=[O:57])[CH2:49][CH2:48]1 |f:0.1.2.3,5.6.7|. Reported procedure: The desired compound was prepared according to the procedure of Example A9, step H using N-[6-chloro-2,4,8,18,22-pentaazatetracyclo[14.3.1.1(3,7).1(9,13)]docosa-1(20),3(22),4,6,9(21),10,12,16,18-nonaen-12-yl]-2-piperidin-4-ylacetamide tris(trifluoroacetate) and 2-isocyanatopropane as starting materials in 58% yield. 1H NMR (300 MHz, DMSO-d6): δ 10.08 (s, 1H), 9.40 (m, 2H), 9.05 (s, 1H), 8.33 (m, 2H), 8.20 (s, 1H), 7.63 (m, 1H), 7.30 (m, 1H), 7.09 (m, 1H), 6.09 (m, 1H), 3.92 (m, 2H), 3.75 (m, 1H)... The reactants are C1(CCCCC1)C[C@@H](C(C#CC(=O)OCC)O)NC(=O)OC(C)(C)C (ethyl (4RS, 5S)-6-cyclohexyl-5-(t-butoxycarbonylamino)-4-hydroxy-2-hexynate), palladium-onbarium sulfate. Run in C(C)(=O)OCC (ethyl acetate). Product: N-(t-butoxycarbonyl)-L-cyclohexylalaninol, C(C)(C)(C)OC(=O)N[C@@H](CC1CCCCC1)[C@@H]1CCC(O1)=O ((5S)-5-[(1S)-1-(N-t-Butoxycarbonylamino)-2-cyclohexylethyl]dihydrofuran-2(3H)-one). Isolated yield 35.0%. As a reaction SMILES: [CH:1]1([CH2:7][C@H:8]([NH:18][C:19]([O:21][C:22]([CH3:25])([CH3:24])[CH3:23])=[O:20])[CH:9](O)[C:10]#[C:11][C:12]([O:14]CC)=[O:13])[CH2:6][CH2:5][CH2:4][CH2:3][CH2:2]1>C(OCC)(=O)C>[C:22]([O:21][C:19]([NH:18][C@H:8]([C@H:9]1[O:14][C:12](=[O:13])[CH2:11][CH2:10]1)[CH2:7][CH:1]1[CH2:2][CH2:3][CH2:4][CH2:5][CH2:6]1)=[O:20])([CH3:23])([CH3:24])[CH3:25]. Procedure: A solution of 9.25 g of the oily ethyl (4RS, 5S)-6-cyclohexyl-5-(t-butoxycarbonylamino)-4-hydroxy-2-hexynate (prepared as described in Preparation 4) in 100 ml of ethyl acetate was subjected to a catalytic hydrogenation reaction using a Paar's apparatus in the presence of 5 g of 5% w/w palladium-onbarium sulfate at about 4 atmospheres pressure for 4 hours. At the end of this time, the catalyst was removed by filtration, and the filtrate was condensed by evaporation under reduced pressure. The re...